This data is from the Open Reaction Database (ORD), a public repository of structured organic reaction records. The task is: describe an organic reaction: reactants, conditions, products, and yield Reactants: C1(CC1)S(=O)(=O)C1=CC=C(C=C1)C(CC1CCOCC1)C1=CC=C(N1)C1=CC=C(C=N1)C(=O)O (6-(5-{1-[4-(cyclopropylsulfonyl)phenyl]-2-(tetrahydro-2H-pyran-4-yl)ethyl}-1H-pyrrol-2-yl)pyridine-3-carboxylic acid), [Cl-].[NH4+] (ammonium chloride), Cl.CN(CCCN=C=NCC)C (N-[3-(dimethylamino)propyl]-N′-ethylcarbodiimide hydrochloride), ON1N=NC2=C1C=CC=C2 (1-hydroxybenzotriazole). The solvent is CN(C=O)C (N,N-dimethylformamide), C(C)N(CC)CC (triethylamine), O (Water). Conditions: time 16 hour. The product is C1(CC1)S(=O)(=O)C1=CC=C(C=C1)C(CC1CCOCC1)C1=CC=C(N1)C1=CC=C(C=N1)C(=O)N (6-(5-{1-[4-(cyclopropylsulfonyl)phenyl]-2-(tetrahydro-2H-pyran-4-yl)ethyl}-1H-pyrrol-2-yl)pyridine-3-carboxamide). The yield is 37.8%. Reaction SMILES: [CH:1]1([S:4]([C:7]2[CH:12]=[CH:11][C:10]([CH:13]([C:21]3[NH:25][C:24]([C:26]4[N:31]=[CH:30][C:29]([C:32]([OH:34])=O)=[CH:28][CH:27]=4)=[CH:23][CH:22]=3)[CH2:14][CH:15]3[CH2:20][CH2:19][O:18][CH2:17][CH2:16]3)=[CH:9][CH:8]=2)(=[O:6])=[O:5])[CH2:3][CH2:2]1.[Cl-].[NH4+].Cl.C[N:39](C)CCCN=C=NCC.ON1C2C=CC=CC=2N=N1>CN(C)C=O.O.C(N(CC)CC)C>[CH:1]1([S:4]([C:7]2[CH:8]=[CH:9][C:10]([CH:13]([C:21]3[NH:25][C:24]([C:26]4[N:31]=[CH:30][C:29]([C:32]([NH2:39])=[O:34])=[CH:28][CH:27]=4)=[CH:23][CH:22]=3)[CH2:14][CH:15]3[CH2:20][CH2:19][O:18][CH2:17][CH2:16]3)=[CH:11][CH:12]=2)(=[O:6])=[O:5])[CH2:3][CH2:2]1 |f:1.2,3.4|. Reported procedure: To a solution of 6-(5-{1-[4-(cyclopropylsulfonyl)phenyl]-2-(tetrahydro-2H-pyran-4-yl)ethyl}-1H-pyrrol-2-yl)pyridine-3-carboxylic acid (0.212 g) in N,N-dimethylformamide (5 mL) were added ammonium chloride (117 mg), triethylamine (0.62 mL), N-[3-(dimethylamino)propyl]-N′-ethylcarbodiimide hydrochloride (169 mg) and 1-hydroxybenzotriazole (135 mg), and the mixture was stirred at room temperature for 16 hr. Water was added to the reaction mixture, and the mixture was extracted with ethyl acetate. T...